Dataset: the Open Reaction Database (ORD), a public repository of structured organic reaction records. Task: describe an organic reaction: reactants, conditions, products, and yield Reactants: ClC1=NC2=CC=C(C=C2C(=N1)Cl)C (2,4-dichloro-6-methylquinazoline), NCCNC(OC(C)(C)C)=O (tert-butyl N-(2-aminoethyl)carbamate). Run in CO (methanol). Conditions: time 1 hour. Product: ClC1=NC2=CC=C(C=C2C(=N1)NCCNC(OC(C)(C)C)=O)C (tert-Butyl {2-[(2-chloro-6-methylquinazolin-4-yl)amino]ethyl}carbamate). Isolated yield 90.2%. Reaction SMILES: [Cl:1][C:2]1[N:11]=[C:10](Cl)[C:9]2[C:4](=[CH:5][CH:6]=[C:7]([CH3:13])[CH:8]=2)[N:3]=1.[NH2:14][CH2:15][CH2:16][NH:17][C:18](=[O:24])[O:19][C:20]([CH3:23])([CH3:22])[CH3:21]>CO>[Cl:1][C:2]1[N:11]=[C:10]([NH:14][CH2:15][CH2:16][NH:17][C:18](=[O:24])[O:19][C:20]([CH3:22])([CH3:21])[CH3:23])[C:9]2[C:4](=[CH:5][CH:6]=[C:7]([CH3:13])[CH:8]=2)[N:3]=1. Procedure details: A mixture of 2,4-dichloro-6-methylquinazoline (700 mg, 3.29 mmol), tert-butyl N-(2-aminoethyl)carbamate (2.6 g, 16.4 mmol) and methanol (35 mL) was stirred at room temperature for 1 hour. The resulting mixture was concentrated in vacuo and the residue was purified by flash column chromatography to afford 1.0 g of the product as a white solid (yield was 91%).